This data is from the Open Reaction Database (ORD), a public repository of structured organic reaction records. The task is: describe an organic reaction: reactants, conditions, products, and yield The solvent is ClCCl (dichloromethane). RXN SMILES: [NH2:1][C:2]([CH3:30])([CH3:29])[CH2:3][NH:4][C:5](=[O:28])[NH:6][C:7]1[CH:26]=[CH:25][C:10]([CH2:11][CH:12]2[CH2:17][CH2:16][N:15](C(OC(C)(C)C)=O)[CH2:14][CH2:13]2)=[CH:9][C:8]=1[F:27].FC(F)(F)C(O)=O>ClCCl>[NH2:1][C:2]([CH3:30])([CH3:29])[CH2:3][NH:4][C:5]([NH:6][C:7]1[CH:26]=[CH:25][C:10]([CH2:11][CH:12]2[CH2:17][CH2:16][NH:15][CH2:14][CH2:13]2)=[CH:9][C:8]=1[F:27])=[O:28]. Starting materials: NC(CNC(NC1=C(C=C(CC2CCN(CC2)C(=O)OC(C)(C)C)C=C1)F)=O)(C)C (tert-Butyl 4-(4-(3-(2-amino-2-methylpropyl)ureido)-3-fluorobenzyl)piperidine-1-carboxylate), FC(C(=O)O)(F)F (trifluoroacetic acid). The yield is 15.0%. Yields the product NC(CNC(=O)NC1=C(C=C(C=C1)CC1CCNCC1)F)(C)C (1-(2-Amino-2-methylpropyl)-3-(2-fluoro-4-(piperidin-4-ylmethyl)phenyl)urea). Conditions: time 3 hour. Procedure details: tert-Butyl 4-(4-(3-(2-amino-2-methylpropyl)ureido)-3-fluorobenzyl)piperidine-1-carboxylate (2.272 mmol, 960 mg) was dissolved in dichloromethane (40 mL) and trifluoroacetic acid (45.4 mmol, 5181 mg) added. The mixture was stirred at room temperature for 3 hours before concentrating under reduced pressure. The resulting residue was purified by strong cation exchange column chromatography to afford the title compound (110 mg). MS (ESI) m/z 323.5 [M+H]+ The reactants are Cc1sc(=Nc2ccccc2)n(CCCNC(=O)OC(C)(C)C)c1-c1ccccc1, Cl, C1COCCO1. Yields the product Cc1sc(=Nc2ccccc2)n(CCCN)c1-c1ccccc1. RXN SMILES: [CH3:1][c:2]1[c:3](-[c:25]2[cH:26][cH:27][cH:28][cH:29][cH:30]2)[n:4]([CH2:14][CH2:15][CH2:16][NH:17][C:18](=[O:19])[O:20][C:21]([CH3:22])([CH3:23])[CH3:24])[c:5](=[N:7][c:8]2[cH:9][cH:10][cH:11][cH:12][cH:13]2)[s:6]1.[ClH:31].[O:32]1[CH2:33][CH2:34][O:35][CH2:36][CH2:37]1>>[CH3:1][c:2]1[c:3](-[c:25]2[cH:26][cH:27][cH:28][cH:29][cH:30]2)[n:4]([CH2:14][CH2:15][CH2:16][NH2:17])[c:5](=[N:7][c:8]2[cH:9][cH:10][cH:11][cH:12][cH:13]2)[s:6]1. Reactants: C(Cl)(Cl)Cl.CO.[NH4+].[OH-] (CHCl3 MeOH NH4OH), C(CC)C1=C(OC(C(=O)OC)C2=CC3=C(C=C2)OCO3)C=CC(=C1)S(=O)(=O)NC (methyl α-(2-n-propyl-4-methylaminosulfonylphenoxy)-3,4-methylenedioxyphenylacetate), [OH-].[Na+] (sodium hydroxide), [OH-].[Na+] (sodium hydroxide), Cl (HCl). The solvent is CO (methanol), ClCCl (dichloromethane), CO (methanol), C1CCOC1 (THF). Reaction conditions: time 15 hour. Yields the product C(CC)C1=C(OC(C(=O)O)C2=CC3=C(C=C2)OCO3)C=CC(=C1)S(=O)(=O)NC (α-(2-n-propyl-4-methylaminosulfonylphenoxy)-3,4-methylenedioxyphenylacetic acid). Yield: 93.0%. As a reaction SMILES: [CH2:1]([C:4]1[CH:24]=[C:23]([S:25]([NH:28][CH3:29])(=[O:27])=[O:26])[CH:22]=[CH:21][C:5]=1[O:6][CH:7]([C:12]1[CH:17]=[CH:16][C:15]2[O:18][CH2:19][O:20][C:14]=2[CH:13]=1)[C:8]([O:10]C)=[O:9])[CH2:2][CH3:3].[OH-].[Na+].C(Cl)(Cl)Cl.CO.[NH4+].[OH-].Cl>CO.C1COCC1.ClCCl>[CH2:1]([C:4]1[CH:24]=[C:23]([S:25]([NH:28][CH3:29])(=[O:27])=[O:26])[CH:22]=[CH:21][C:5]=1[O:6][CH:7]([C:12]1[CH:17]=[CH:16][C:15]2[O:18][CH2:19][O:20][C:14]=2[CH:13]=1)[C:8]([OH:10])=[O:9])[CH2:2][CH3:3] |f:1.2,3.4.5.6|. Procedure: To a solution of 0.372 g (0.884 mmol) of the product of Step D dissolved in 3.0 mL of methanol was added 212 μL (1.06 mmol) of a 5.0N aqueous sodium hydroxide solution which resulted in a cloudy suspension. The reaction was warmed to assist solution, methanol (1 mL) was added followed by dichloromethane (0.5 mL), however a clear solution was not obtained. Additional 5N sodium hydroxide solution was added (212 μL), and finally 0.5 mL of THF was added which resulted in a clear solution. After stir... Starting materials: Cl (hydrochloric acid), C(C)(C)(C)OC(N[C@@H](CC(=O)N1CC=2N(CC1)C(=NC2C(=O)N2[C@H](CCC2)CO)C(F)(F)F)CC2=C(C=C(C(=C2)F)F)F)=O ((R)-[3-[1-((2R)-2-Hydroxymethyl-pyrrolidine-1-carbonyl)-3-trifluoromethyl-5,6-dihydro-8H-imidazo[1,5-a]pyrazin-7-yl]-3-oxo-1-(2,4,5-trifluoro-benzyl)-propyl]-carbamic acid tert-butyl ester). Solvent: C(C)(=O)OCC (ethyl acetate), C(C)(=O)OCC (ethyl acetate). Yields the product Cl.N[C@@H](CC(=O)N1CC=2N(CC1)C(=NC2C(=O)N2[C@H](CCC2)CO)C(F)(F)F)CC2=C(C=C(C(=C2)F)F)F ((R)-3-amino-1-[1-((2R)-2-hydroxymethyl-pyrrolidine-1-carbonyl)-3-trifluoromethyl-5,6-dihydro-8H-imidazo[1,5-a]pyrazin-7-yl]-4-(2,4,5-trifluoro-phenyl)-butan-1-one hydrochloride). Isolated yield 88.0%. As a reaction SMILES: C(OC(=O)[NH:7][C@H:8]([CH2:34][C:35]1[CH:40]=[C:39]([F:41])[C:38]([F:42])=[CH:37][C:36]=1[F:43])[CH2:9][C:10]([N:12]1[CH2:17][CH2:16][N:15]2[C:18]([C:30]([F:33])([F:32])[F:31])=[N:19][C:20]([C:21]([N:23]3[CH2:27][CH2:26][CH2:25][C@@H:24]3[CH2:28][OH:29])=[O:22])=[C:14]2[CH2:13]1)=[O:11])(C)(C)C.[ClH:45]>C(OCC)(=O)C>[ClH:45].[NH2:7][C@H:8]([CH2:34][C:35]1[CH:40]=[C:39]([F:41])[C:38]([F:42])=[CH:37][C:36]=1[F:43])[CH2:9][C:10]([N:12]1[CH2:17][CH2:16][N:15]2[C:18]([C:30]([F:33])([F:32])[F:31])=[N:19][C:20]([C:21]([N:23]3[CH2:27][CH2:26][CH2:25][C@@H:24]3[CH2:28][OH:29])=[O:22])=[C:14]2[CH2:13]1)=[O:11] |f:3.4|. Reported procedure: (R)-[3-[1-((2R)-2-Hydroxymethyl-pyrrolidine-1-carbonyl)-3-trifluoromethyl-5,6-dihydro-8H-imidazo[1,5-a]pyrazin-7-yl]-3-oxo-1-(2,4,5-trifluoro-benzyl)-propyl]-carbamic acid tert-butyl ester 18a (0.12 g, 0.19 mmol) and 2 mL of ethyl acetate were added into the reaction flask. A solution of 2.3 N hydrochloric acid in 4 mL of ethyl acetate was then added to the flask. The reaction mixture was reacted at room temperature for 3 hours and monitored by thin layer chromatography until the disappearance o... The reactants are NC1=C(CCC1)C#N (2-aminocyclopent-1-enecarbonitrile), S(N)(=O)(=O)Cl (sulfamoyl chloride), resultant mixture. The solvent is CCOC(=O)C (EtOAc), CC(=O)N(C)C (DMA). The product is S(N)(=O)(=O)NC1=C(CCC1)C#N (2-sulfamoylaminocyclopent-1-enecarbonitrile). Reaction SMILES: [NH2:1][C:2]1[CH2:6][CH2:5][CH2:4][C:3]=1[C:7]#[N:8].[S:9](Cl)(=[O:12])(=[O:11])[NH2:10]>CC(N(C)C)=O.CCOC(C)=O>[S:9]([NH:1][C:2]1[CH2:6][CH2:5][CH2:4][C:3]=1[C:7]#[N:8])(=[O:12])(=[O:11])[NH2:10]. Procedure: To a solution of 2-aminocyclopent-1-enecarbonitrile (440 mg, 4.07 mmol) in 10 mL of DMA was added sulfamoyl chloride (941.3 mg, 8.15 mmol), and the resultant mixture was stirred at room temperature under nitrogen for 2 h. Then it was diluted with EtOAc, the organic layer was washed with brine and dried down under vacuum, and the residue was purified by chromatography on silica gel eluting with EtOAc/Hexane to give the title compound. 1H NMR (400 MHz, CDCl3) δ 2.04-1.97 (m, 2H), 2.61-2.57 (m, 2H)... Reactants: CC(=O)OC(C1C(C(=O)OCc2cccc(Oc3ccccc3)c2)C1(C)C)C(Cl)(Cl)C(F)(F)F, CN(C)C=O, [Zn]. The product is CC1(C)C(C=C(Cl)C(F)(F)F)C1C(=O)OCc1cccc(Oc2ccccc2)c1. RXN SMILES: [CH3:1][C:2]1([CH3:34])[CH:3]([C:17](=[O:18])[O:19][CH2:20][c:21]2[cH:22][c:23]([O:27][c:28]3[cH:29][cH:30][cH:31][cH:32][cH:33]3)[cH:24][cH:25][cH:26]2)[CH:4]1[CH:5]([C:6]([C:7]([F:8])([F:9])[F:10])([Cl:11])[Cl:16])[O:12][C:13](=[O:14])[CH3:15].[O:35]=[CH:36][N:37]([CH3:38])[CH3:39].[Zn:40]>>[CH3:1][C:2]1([CH3:34])[CH:3]([C:17](=[O:18])[O:19][CH2:20][c:21]2[cH:22][c:23]([O:27][c:28]3[cH:29][cH:30][cH:31][cH:32][cH:33]3)[cH:24][cH:25][cH:26]2)[CH:4]1[CH:5]=[C:6]([C:7]([F:8])([F:9])[F:10])[Cl:11].